From a dataset of the Open Reaction Database (ORD), a public repository of structured organic reaction records. describe an organic reaction: reactants, conditions, products, and yield Starting materials: O=C([O-])[O-], CN(C)C=O, [Cs+], [Cs+], CCCI, CCC(O)CNS(=O)(=O)c1sc2ccc(Cl)cc2c1C. Yields the product CCCN(CC(O)CC)S(=O)(=O)c1sc2ccc(Cl)cc2c1C. Reaction SMILES: [C:25](=[O:26])([O-:27])[O-:28].[CH3:31][N:32]([CH3:33])[CH:34]=[O:35].[Cs+:29].[Cs+:30].[I:21][CH2:22][CH2:23][CH3:24].[OH:1][CH:2]([CH2:3][NH:4][S:5](=[O:6])(=[O:7])[c:8]1[c:9]([CH3:18])[c:10]2[c:11]([s:12]1)[cH:13][cH:14][c:15]([Cl:17])[cH:16]2)[CH2:19][CH3:20]>>[OH:1][CH:2]([CH2:3][N:4]([S:5](=[O:6])(=[O:7])[c:8]1[c:9]([CH3:18])[c:10]2[c:11]([s:12]1)[cH:13][cH:14][c:15]([Cl:17])[cH:16]2)[CH2:22][CH2:23][CH3:24])[CH2:19][CH3:20]. Starting materials: COc1cc([N+](=O)[O-])ccc1OCC(C)(C)N1CCCC1, CCOC(C)=O. Product: COc1cc(N)ccc1OCC(C)(C)N1CCCC1. RXN SMILES: [CH3:1][O:2][c:3]1[c:4]([O:5][CH2:6][C:7]([CH3:8])([CH3:9])[N:10]2[CH2:11][CH2:12][CH2:13][CH2:14]2)[cH:15][cH:16][c:17]([N+:19]([O-:20])=[O:21])[cH:18]1.[CH3:22][CH2:23][O:24][C:25]([CH3:26])=[O:27]>>[CH3:1][O:2][c:3]1[c:4]([O:5][CH2:6][C:7]([CH3:8])([CH3:9])[N:10]2[CH2:11][CH2:12][CH2:13][CH2:14]2)[cH:15][cH:16][c:17]([NH2:19])[cH:18]1. The reactants are CC(C)CCCC(C)CCCC(C)CCCC(C)(C=C)O (isophytol), C=1(C(=CC=CC1)C)C (xylene), FC(S(=O)(=O)[O-])(F)F.[Yb+3].FC(S(=O)(=O)[O-])(F)F.FC(S(=O)(=O)[O-])(F)F (ytterbium trifluoromethanesulfonate), C(C)(=O)OCC (ethyl acetate), C=1(C(=CC=CC1)C)C (xylene), CC(C)CCCC(C)CCCC(C)CCCC(C)(C=C)O (isophytol). The product is CC1=C(C2=C(C(=C1O)C)CC[C@@](O2)(C)CCC[C@H](C)CCC[C@H](C)CCCC(C)C)C (α-Tocopherol). The yield is 59.0%. Reaction SMILES: FC(F)(F)S([O-])(=O)=O.[Yb+3].FC(F)(F)S([O-])(=O)=O.F[C:19](F)(F)S([O-])(=O)=O.[CH3:26][CH:27]([CH2:29][CH2:30][CH2:31][CH:32]([CH2:34][CH2:35][CH2:36][CH:37]([CH2:39][CH2:40][CH2:41][C:42]([OH:46])([CH:44]=[CH2:45])[CH3:43])[CH3:38])[CH3:33])[CH3:28].C([O:50][CH2:51][CH3:52])(=O)C.[C:53]1(C)[C:54](C)=[CH:55][CH:56]=[CH:57][CH:58]=1>>[CH3:19][C:52]1[C:51]([OH:50])=[C:57]([CH3:56])[C:58]2[CH2:45][CH2:44][C@:42]([CH2:41][CH2:40][CH2:39][C@@H:37]([CH2:36][CH2:35][CH2:34][C@@H:32]([CH2:31][CH2:30][CH2:29][CH:27]([CH3:26])[CH3:28])[CH3:33])[CH3:38])([CH3:43])[O:46][C:53]=2[C:54]=1[CH3:55] |f:0.1.2.3|. Procedure details: Suspended in 100 ml of xylene were 20.0 g (131.6 mmol) of TMH and 16.3 g (26.3 mmol) of ytterbium trifluoromethanesulfonate, followed by heating under reflux for 5 minutes under an argon gas stream. After a solution of 43.0 g (145.0 mmol) of isophytol in 100 ml of xylene was added dropwise over 30 minutes under heating and reflux, TMH and isophytol were reacted for 3 hours. The reaction mixture was cooled, to which 1,000 ml of ethyl acetate were added. The resulting mixture was washed thrice wit... Starting materials: O1CCC2=C1C=CC(=C2)C=O (2,3-dihydrobenzofuran-5-carbaldehyde), [BH4-].[Na+] (sodium borohydride). The solvent is O (water), CO (methanol). Conditions: time 15 minute. Product: O1CCC2=C1C=CC(=C2)CO ((2,3-dihydrobenzofuran-5-yl)methanol). Yield: 91.0%. As a reaction SMILES: [O:1]1[C:5]2[CH:6]=[CH:7][C:8]([CH:10]=[O:11])=[CH:9][C:4]=2[CH2:3][CH2:2]1.[BH4-].[Na+]>CO.O>[O:1]1[C:5]2[CH:6]=[CH:7][C:8]([CH2:10][OH:11])=[CH:9][C:4]=2[CH2:3][CH2:2]1 |f:1.2|. Procedure: To a solution of 2,3-dihydrobenzofuran-5-carbaldehyde (30.0 g, 0.202 mol) in methanol (150 mL) was added sodium borohydride (3.83 g, 0.101 mol) under ice-cooling. The mixture was stirred for 15 minutes at ambient temperature and then diluted with water. The product was extracted with ethyl acetate. The extract was washed with brine, dried over anhydrous magnesium sulfate and evaporated. The residue was purified by silica gel column chromatography (hexane:ethyl acetate=1:1) to afford the title co...